Dataset: the Open Reaction Database (ORD), a public repository of structured organic reaction records. Task: describe an organic reaction: reactants, conditions, products, and yield Starting materials: FC(C1=CC=C(C=C1)N1N=CC(=C1C)C(=O)O)(F)F (1-(4-trifluoromethylphenyl)-5-methylpyrazole-4-carboxylic acid), NC=1C=CC(=C(C#N)C1)N1CCC(CC1)N1CCOCC1 (5-amino-2-(4-morpholinopiperidin-1-yl)benzonitrile). The product is C(#N)C=1C=C(C=CC1N1CCC(CC1)N1CCOCC1)NC(=O)C=1C=NN(C1C)C1=CC=C(C=C1)C(F)(F)F (N-[3-Cyano-4-(4-morpholinopiperidin-1-yl)phenyl]-1-(4-trifluoromethylphenyl)-5-methylpyrazole-4-carboxamide). Isolated yield 8.9%. RXN SMILES: [F:1][C:2]([F:19])([F:18])[C:3]1[CH:8]=[CH:7][C:6]([N:9]2[C:13]([CH3:14])=[C:12]([C:15]([OH:17])=O)[CH:11]=[N:10]2)=[CH:5][CH:4]=1.[NH2:20][C:21]1[CH:22]=[CH:23][C:24]([N:29]2[CH2:34][CH2:33][CH:32]([N:35]3[CH2:40][CH2:39][O:38][CH2:37][CH2:36]3)[CH2:31][CH2:30]2)=[C:25]([CH:28]=1)[C:26]#[N:27]>>[C:26]([C:25]1[CH:28]=[C:21]([NH:20][C:15]([C:12]2[CH:11]=[N:10][N:9]([C:6]3[CH:5]=[CH:4][C:3]([C:2]([F:1])([F:19])[F:18])=[CH:8][CH:7]=3)[C:13]=2[CH3:14])=[O:17])[CH:22]=[CH:23][C:24]=1[N:29]1[CH2:34][CH2:33][CH:32]([N:35]2[CH2:36][CH2:37][O:38][CH2:39][CH2:40]2)[CH2:31][CH2:30]1)#[N:27]. Procedure details: By the reaction and treatment in the same manner as in Example 64 using 1-(4-trifluoromethylphenyl)-5-methylpyrazole-4-carboxylic acid (0.7 g) and 5-amino-2-(4-morpholinopiperidin-1-yl)benzonitrile (0.6 g), the title compound (0.1 g) was obtained, melting point: 257° C. (decomposition). Reactants: OC1=CC=C(C(=O)C2=CC=C(C=C2)OC)C=C1 (4-hydroxy-4'methoxybenzophenone), ClS(=O)(=O)C1=CC(=C(C(=O)O)C=C1)O (4-chlorosulphonyl-2-hydroxybenzoic acid). The solvent is C1CCOC1 (THF). Product: OC1=C(C(=O)O)C=CC(=C1)S(=O)(=O)OC1=CC=C(C=C1)C(C1=CC=C(C=C1)OC)=O (2-Hydroxy-4-[4-(4-methoxy-benzoyl)-phenoxysulfonyl]-benzoic acid). Isolated yield 54.3%. RXN SMILES: [OH:1][C:2]1[CH:17]=[CH:16][C:5]([C:6]([C:8]2[CH:13]=[CH:12][C:11]([O:14][CH3:15])=[CH:10][CH:9]=2)=[O:7])=[CH:4][CH:3]=1.Cl[S:19]([C:22]1[CH:30]=[CH:29][C:25]([C:26]([OH:28])=[O:27])=[C:24]([OH:31])[CH:23]=1)(=[O:21])=[O:20]>C1COCC1>[OH:31][C:24]1[CH:23]=[C:22]([S:19]([O:1][C:2]2[CH:17]=[CH:16][C:5]([C:6](=[O:7])[C:8]3[CH:13]=[CH:12][C:11]([O:14][CH3:15])=[CH:10][CH:9]=3)=[CH:4][CH:3]=2)(=[O:21])=[O:20])[CH:30]=[CH:29][C:25]=1[C:26]([OH:28])=[O:27]. Procedure: The title compound was prepared according to the procedure in Example 4 using commercial 4-hydroxy-4'methoxybenzophenone (0.206 g, 0.903 mmol) and 4-chlorosulphonyl-2-hydroxybenzoic acid (0.427 g, 1.81 mmol) in THF (5 mL). Purification by preparative HPLC (C18, eluting with 60% CH3CN/H2O containing 0.1% TFA) and crystallization from EtOAc/hexane gave 0.21 g (54%) of the title compound as an off white solid, mp 73-75° C.; 1H NMR (DMSO-d6) δ 3.85 (s, 3H), 7.07 (d, 2H), 7.24 (d, 2H), 7.36-7.38 (m, ... Starting materials: ClC1=CC(=C(C=C1)NC1=C(C=NC2=CC(=C(C=C12)OC)OC)C#N)F (4-(4-chloro-2-fluoro-phenylamino)-6,7-dimethoxy-quinoline-3-carbonitrile), Cl.N1=CC=CC=C1 (pyridine hydrochloride). The solvent is [OH-].[NH4+] (ammonium hydroxide). Reaction conditions: temperature 215 celsius, time 20 minute. Yields the product ClC1=CC(=C(C=C1)NC1=C(C=NC2=CC(=C(C=C12)O)O)C#N)F (4-(4-chloro-2-fluoro-phenylamino)-6,7-dihydroxy-quinoline-3-carbonitrile). Yield: 91.5%. RXN SMILES: [Cl:1][C:2]1[CH:7]=[CH:6][C:5]([NH:8][C:9]2[C:18]3[C:13](=[CH:14][C:15]([O:21]C)=[C:16]([O:19]C)[CH:17]=3)[N:12]=[CH:11][C:10]=2[C:23]#[N:24])=[C:4]([F:25])[CH:3]=1.Cl.N1C=CC=CC=1>[OH-].[NH4+]>[Cl:1][C:2]1[CH:7]=[CH:6][C:5]([NH:8][C:9]2[C:18]3[C:13](=[CH:14][C:15]([OH:21])=[C:16]([OH:19])[CH:17]=3)[N:12]=[CH:11][C:10]=2[C:23]#[N:24])=[C:4]([F:25])[CH:3]=1 |f:1.2,3.4|. Procedure: A mixture of 0.358 g of 4-(4-chloro-2-fluoro-phenylamino)-6,7-dimethoxy-quinoline-3-carbonitrile and 3 g of pyridine hydrochloride was stirred under nitrogen at 210-220° C. for 20 minutes. The mixture was cooled and added to 50 ml of 3% ammonium hydroxide solution. The product was collected, washed with water, and dried to give 0.302 g of 4-(4-chloro-2-fluoro-phenylamino)-6,7-dihydroxy-quinoline-3-carbonitrile as a solid, mp 270-272° C.; mass spectrum (EI, m/e): M 329.0363. Starting materials: COC(=O)CCNC(=O)c1ccc(C(CCC(C)(C)C)Oc2ccc(-c3ccc(C(C)(C)C)cc3)nc2)cc1, CCOCC, Cl, [Na+], C1CCOC1, [OH-], O. The product is CC(C)(C)CCC(Oc1ccc(-c2ccc(C(C)(C)C)cc2)nc1)c1ccc(C(=O)NCCC(=O)O)cc1. Reaction SMILES: [CH3:1][O:2][C:3]([CH2:4][CH2:5][NH:6][C:7]([c:8]1[cH:9][cH:10][c:11]([CH:14]([CH2:15][CH2:16][C:17]([CH3:18])([CH3:19])[CH3:20])[O:21][c:22]2[cH:23][n:24][c:25](-[c:28]3[cH:29][cH:30][c:31]([C:34]([CH3:35])([CH3:36])[CH3:37])[cH:32][cH:33]3)[cH:26][cH:27]2)[cH:12][cH:13]1)=[O:38])=[O:39].[CH3:48][CH2:49][O:50][CH2:51][CH3:52].[ClH:42].[Na+:41].[O:43]1[CH2:44][CH2:45][CH2:46][CH2:47]1.[OH-:40].[OH2:53]>>[O:2]=[C:3]([CH2:4][CH2:5][NH:6][C:7]([c:8]1[cH:9][cH:10][c:11]([CH:14]([CH2:15][CH2:16][C:17]([CH3:18])([CH3:19])[CH3:20])[O:21][c:22]2[cH:23][n:24][c:25](-[c:28]3[cH:29][cH:30][c:31]([C:34]([CH3:35])([CH3:36])[CH3:37])[cH:32][cH:33]3)[cH:26][cH:27]2)[cH:12][cH:13]1)=[O:38])[OH:39]. The reactants are C(C1=CC=CC=C1)OC[C@H]1C(C[C@@H]1COCC1=CC=CC=C1)=O ((2S-trans) -2,3-bis [(benzyloxy)-methyl]cyclobutanone), [Cl-].[Cl-].C(C(C)C)[Al+2] (isobutylaluminum dichloride). Solvent: C1(=CC=CC=C1)C (toluene). Run at time 30 minute. The product is OC1C(C(C1)CO)CO (3-hydroxy-1,2-cyclobutanedimethanol), C(C1=CC=CC=C1)OCC1=CC=CC=C1 (dibenzyl ether). As a reaction SMILES: C([O:8][CH2:9][C@@H:10]1[C@@H:13]([CH2:14][O:15][CH2:16][C:17]2[CH:22]=[CH:21][CH:20]=[CH:19][CH:18]=2)[CH2:12][C:11]1=[O:23])C1C=CC=CC=1.[Cl-].[Cl-].[CH2:26]([Al+2])C(C)C>C1(C)C=CC=CC=1>[OH:23][CH:11]1[CH2:12][CH:13]([CH2:14][OH:15])[CH:10]1[CH2:9][OH:8].[CH2:16]([O:15][CH2:14][C:13]1[CH:10]=[CH:9][CH:26]=[CH:11][CH:12]=1)[C:17]1[CH:18]=[CH:19][CH:20]=[CH:21][CH:22]=1 |f:1.2.3|. Reported procedure: A solution of (2S-trans) -2,3-bis [(benzyloxy)-methyl]cyclobutanone (0.5 g., 1.61 mmole) in toluene (1 ml. ) was added dropwise to a solution of isobutylaluminum dichloride (0.71 M in hexane, 3.41 ml., 2.42 mmole) at -78° C. The mixture was allowed to warm slowly to room temperature over 2 hours. After stirring for 30 minutes at room temperature, the mixture was allowed to stand at 0° C. overnight. After dilution with ethyl acetate, the reaction mixture was quenched with 10% hydrochloric acid. T... The reactants are C1(=CC=CC=C1)C(CNC1=C2N=CN(C2=NC(=N1)CNS(=O)(=O)CC(C)C)C1OCCCC1)C1=CC=CC=C1 (N-({6-[(2,2-diphenylethyl)amino]-9-tetrahydro-2H-pyran-2-yl-9H-purin-2-yl}methyl)-2-methyl-1-propanesulphonamide), Cl (hydrochloric acid). Solvent: C(C)O (ethanol). Run at time 18 hour. Product: Cl.C1(=CC=CC=C1)C(CNC1=C2N=CNC2=NC(=N1)CNS(=O)(=O)CC(C)C)C1=CC=CC=C1 (N-({6-[(2,2-Diphenylethyl)amino]-9H-purin-2-yl}methyl)-2-methyl-1-propanesulphonamide hydrochloride). Reaction SMILES: [C:1]1([CH:7]([C:34]2[CH:39]=[CH:38][CH:37]=[CH:36][CH:35]=2)[CH2:8][NH:9][C:10]2[N:18]=[C:17]([CH2:19][NH:20][S:21]([CH2:24][CH:25]([CH3:27])[CH3:26])(=[O:23])=[O:22])[N:16]=[C:15]3[C:11]=2[N:12]=[CH:13][N:14]3C2CCCCO2)[CH:6]=[CH:5][CH:4]=[CH:3][CH:2]=1.[ClH:40]>C(O)C>[ClH:40].[C:34]1([CH:7]([C:1]2[CH:2]=[CH:3][CH:4]=[CH:5][CH:6]=2)[CH2:8][NH:9][C:10]2[N:18]=[C:17]([CH2:19][NH:20][S:21]([CH2:24][CH:25]([CH3:27])[CH3:26])(=[O:22])=[O:23])[N:16]=[C:15]3[C:11]=2[N:12]=[CH:13][NH:14]3)[CH:35]=[CH:36][CH:37]=[CH:38][CH:39]=1 |f:3.4|. Reported procedure: A solution of N-({6-[(2,2-diphenylethyl)amino]-9-tetrahydro-2H-pyran-2-yl-9H-purin-2-yl}methyl)-2-methyl-1-propanesulphonamide (4.30 g, 7.84 mmol) (Preparation 7) in ethanol (100 ml) was heated to 37° C. and then treated with 2M aqueous hydrochloric acid (15 ml). The mixture was left to stand at room temperature for 18 hours, after which time a crystalline precipitate was filtered off, washed with ethanol (10 ml) and dried to afford the title compound as a solid (3.0 g). The reactants are C(C1=CC=CC=C1)N1C[C@@H](CC1)NC(OC(C1=CC(=CC=C1)F)C1=CC(=CC=C1)F)=O ((R)-bis(3-fluorophenyl)methyl 1-benzylpyrrolidin-3-ylcarbamate), IC (iodomethane). Solvent: CCOC(=O)C (EtOAc). Reaction conditions: time 8 hour. The product is [I-].C(C1=CC=CC=C1)[N+]1(C[C@@H](CC1)NC(=O)OC(C1=CC(=CC=C1)F)C1=CC(=CC=C1)F)C ((3R)-1-benzyl-3-((bis(3-fluorophenyl)methoxy)carbonylamino)-1-methylpyrrolidinium iodide). Isolated yield 6.2%. As a reaction SMILES: [CH2:1]([N:8]1[CH2:12][CH2:11][C@@H:10]([NH:13][C:14](=[O:31])[O:15][CH:16]([C:24]2[CH:29]=[CH:28][CH:27]=[C:26]([F:30])[CH:25]=2)[C:17]2[CH:22]=[CH:21][CH:20]=[C:19]([F:23])[CH:18]=2)[CH2:9]1)[C:2]1[CH:7]=[CH:6][CH:5]=[CH:4][CH:3]=1.[I:32][CH3:33]>CCOC(C)=O>[I-:32].[CH2:1]([N+:8]1([CH3:33])[CH2:12][CH2:11][C@@H:10]([NH:13][C:14]([O:15][CH:16]([C:24]2[CH:29]=[CH:28][CH:27]=[C:26]([F:30])[CH:25]=2)[C:17]2[CH:22]=[CH:21][CH:20]=[C:19]([F:23])[CH:18]=2)=[O:31])[CH2:9]1)[C:2]1[CH:7]=[CH:6][CH:5]=[CH:4][CH:3]=1 |f:3.4|. Reported procedure: To a solution of (R)-bis(3-fluorophenyl)methyl 1-benzylpyrrolidin-3-ylcarbamate (300 mg, 0.71 mmol) in EtOAc (9 ml), iodomethane (44.2 μl, 0.71 mmol) was added, and the reaction was stirred at room temperature overnight. The solvent was then removed under vacuum, and the residue was triturated with diethyl ether. The product was purified by flash chromatography (DCM/MeOH=99/1) and then by preparative HPLC to give (3R)-1-benzyl-3-((bis(3-fluorophenyl)methoxy)carbonylamino)-1-methylpyrrolidinium i... The reactants are CS(=O)C (dimethylsulfoxide), ClC1=NC=NC(=C1)OCC#CC (4-chloro-6-(2-butynyloxy)pyrimidine), C([O-])([O-])=O.[K+].[K+] (potassium carbonate), C(CC)NCCC (dipropylamine). Run in C(C)(=O)OCC (ethyl acetate). Reaction conditions: temperature 80 celsius, time 8 hour. Yields the product C(C#CC)OC1=NC=NC(=C1)N(CCC)CCC (4-(2-butynyloxy)-6-(dipropylamino)pyrimidine). Isolated yield 72.2%. As a reaction SMILES: CS(C)=O.Cl[C:6]1[CH:11]=[C:10]([O:12][CH2:13][C:14]#[C:15][CH3:16])[N:9]=[CH:8][N:7]=1.C(=O)([O-])[O-].[K+].[K+].[CH2:23]([NH:26][CH2:27][CH2:28][CH3:29])[CH2:24][CH3:25]>C(OCC)(=O)C>[CH2:13]([O:12][C:10]1[CH:11]=[C:6]([N:26]([CH2:27][CH2:28][CH3:29])[CH2:23][CH2:24][CH3:25])[N:7]=[CH:8][N:9]=1)[C:14]#[C:15][CH3:16] |f:2.3.4|. Procedure details: To 2 ml of dimethylsulfoxide were added 183 mg of 4-chloro-6-(2-butynyloxy)pyrimidine, 166 mg of potassium carbonate, and 152 mg of dipropylamine, followed by stirring at 80° C. for 8 hours. The reaction mixture was then left for cooling to room temperature, diluted with ethyl acetate, and washed twice with an aqueous sodium chloride solution. The organic layer was dried over anhydrous magnesium sulfate and concentrated. The residue was subjected to silica gel thin layer chromatography to give 1... RXN SMILES: [OH:1][C:2]1[CH:7]=[CH:6][C:5]([C:8]2[C:16]3[C:11](=[N:12][CH:13]=[CH:14][CH:15]=3)[N:10]([C:17]3[CH:22]=[CH:21][CH:20]=[CH:19][CH:18]=3)[N:9]=2)=[CH:4][CH:3]=1.Br[CH2:24][C:25]([O:27][CH2:28][CH3:29])=[O:26].C(=O)([O-])[O-].[K+].[K+]>CN(C)C=O>[C:17]1([N:10]2[C:11]3=[N:12][CH:13]=[CH:14][CH:15]=[C:16]3[C:8]([C:5]3[CH:4]=[CH:3][C:2]([O:1][CH2:24][C:25]([O:27][CH2:28][CH3:29])=[O:26])=[CH:7][CH:6]=3)=[N:9]2)[CH:18]=[CH:19][CH:20]=[CH:21][CH:22]=1 |f:2.3.4|. Solvent: CN(C=O)C (dimethylformamide). The reactants are OC1=CC=C(C=C1)C1=NN(C2=NC=CC=C21)C2=CC=CC=C2 (3-(4-hydroxyphenyl)-1-phenyl1H-pyrazolo[3,4-b]pyridine), BrCC(=O)OCC (ethyl bromoacetate), C([O-])([O-])=O.[K+].[K+] (potassium carbonate). Reported procedure: 4-(1-Phenyl-1H-pyrazolo[3,4-b]pyridin-3-yl)phenoxyacetic acid can be produced by reacting 3-(4-hydroxyphenyl)-1-phenyl1H-pyrazolo[3,4-b]pyridine with ethyl bromoacetate in the presence of potassium carbonate as a deacidifying agent in dimethylformamide to obtain ethyl 4-(1-phenyl-1H-pyrazolo[3,4-b]pyridin-3-yl)phenoxyacetate, followed by hydrolysis thereof with the use of sodium hydroxide. Product: C1(=CC=CC=C1)N1N=C(C=2C1=NC=CC2)C2=CC=C(OCC(=O)OCC)C=C2 (ethyl 4-(1-phenyl-1H-pyrazolo[3,4-b]pyridin-3-yl)phenoxyacetate).